This data is from the Open Reaction Database (ORD), a public repository of structured organic reaction records. The task is: describe an organic reaction: reactants, conditions, products, and yield Starting materials: C(#N)C=1C=C(C(=O)OC)C=CC1OS(=O)(=O)C(F)(F)F (methyl 3-cyano-4-(trifluoromethylsulfonyloxy)benzoate), [Br-].C1(CCCCC1)[Zn+] (cyclohexylzinc(II) bromide). The reagents and catalysts are CC(C)([P](C(C)(C)C)([Pd][P](C(C)(C)C)(C(C)(C)C)C(C)(C)C)C(C)(C)C)C (bis(tri-tert-butylphosphine)palladium). The solvent is O1CCCC1 (tetrahydrofuran), O1CCCC1 (tetrahydrofuran). Yields the product C(#N)C=1C=C(C(=O)OC)C=CC1C1CCCCC1 (Methyl 3-Cyano-4-cyclohexylbenzoate). Reaction SMILES: [C:1]([C:3]1[CH:4]=[C:5]([CH:10]=[CH:11][C:12]=1OS(C(F)(F)F)(=O)=O)[C:6]([O:8][CH3:9])=[O:7])#[N:2].[Br-].[CH:22]1([Zn+])[CH2:27][CH2:26][CH2:25][CH2:24][CH2:23]1>O1CCCC1.CC(C)([P](C(C)(C)C)([Pd][P](C(C)(C)C)(C(C)(C)C)C(C)(C)C)C(C)(C)C)C>[C:1]([C:3]1[CH:4]=[C:5]([CH:10]=[CH:11][C:12]=1[CH:22]1[CH2:27][CH2:26][CH2:25][CH2:24][CH2:23]1)[C:6]([O:8][CH3:9])=[O:7])#[N:2] |f:1.2,^1:36,42|. Procedure: To a solution of methyl 3-cyano-4-(trifluoromethylsulfonyloxy)benzoate (0.7 g, 2.26 mmol) in tetrahydrofuran (30 mL) was added 0.5 M cyclohexylzinc(II) bromide solution in tetrahydrofuran (13.6 mL, 6.8 mmol) and bis(tri-tert-butylphosphine)palladium (0.058 g, 0.113 mmol) at room temperature. The mixture was heated under reflux for 2 h. The mixture was allowed to cool to room temperature, quenched with saturated aqueous sodium bicarbonate solution and filtered through Celite®. The filtrate was ex... Reactants: C(#N)CS(=O)(=O)NC (1-Cyano-N-methylmethanesulfonamide), [H-].[Na+] (sodium hydride), C(C1=CC=CC=C1)OCCl (benzyloxymethyl chloride). Solvent: O1CCCC1 (tetrahydrofuran). Product: C(C1=CC=CC=C1)OCN(S(=O)(=O)CC#N)C (N-Benzyloxymethy-1-cyano-N-methylmethanesulfonamide). The yield is 61.3%. As a reaction SMILES: [C:1]([CH2:3][S:4]([NH:7][CH3:8])(=[O:6])=[O:5])#[N:2].[H-].[Na+].[CH2:11]([O:18][CH2:19]Cl)[C:12]1[CH:17]=[CH:16][CH:15]=[CH:14][CH:13]=1>O1CCCC1>[CH2:11]([O:18][CH2:19][N:7]([CH3:8])[S:4]([CH2:3][C:1]#[N:2])(=[O:6])=[O:5])[C:12]1[CH:17]=[CH:16][CH:15]=[CH:14][CH:13]=1 |f:1.2|. Procedure details: To a stirred solution of 1-cyano-N-methylmethanesulfonamide (from step (b), 250 mg, 1.9 mmol) in tetrahydrofaran (5 ml) at 0-5° C. under an atmosphere of nitrogen was added sodium hydride (60% dispersion in mineral oil, 75 mg, 1.9 mmol) in one portion. The resulting slurry was stirred at 0-5° C. for 45 min, before benzyloxymethyl chloride (80% purity, 0.368 g, 1.9 mmol) in tetrahydrofuran (5 ml) was added dropwise over a 15 min period. The mixture was then allowed to warm to ambient temperature ...